From a dataset of the Open Reaction Database (ORD), a public repository of structured organic reaction records. describe an organic reaction: reactants, conditions, products, and yield Starting materials: N([C@@H](C)C(=O)N1[C@H](C(=O)N[C@@H](C)C(=O)O)CCC1)C(=O)OCC1=CC=CC=C1 (Z-Ala-Pro-Ala-OH), CO (MeOH), O (H2O), C1(CCCCC1)NC1CCCCC1 (dicydohexylamine), C(Cl)(Cl)Cl (CHCl3). The product is N([C@@H](C)C(=O)N1[C@H](C(=O)NC(C)C(=O)C(=O)OCC)CCC1)C(=O)OCC1=CC=CC=C1 (Z-Ala-Pro-DL-Ala-CO2Et). Yield: 19.0%. Reaction SMILES: [NH:1]([C:19]([O:21][CH2:22][C:23]1[CH:28]=[CH:27][CH:26]=[CH:25][CH:24]=1)=[O:20])[C@H:2]([C:4]([N:6]1[CH2:18][CH2:17][CH2:16][C@H:7]1[C:8]([NH:10][C@H:11]([C:13]([OH:15])=O)[CH3:12])=[O:9])=[O:5])[CH3:3].C1(N[CH:36]2[CH2:41]CCCC2)CCCCC1.C(Cl)(Cl)Cl.[CH3:46][OH:47].[OH2:48]>>[NH:1]([C:19]([O:21][CH2:22][C:23]1[CH:24]=[CH:25][CH:26]=[CH:27][CH:28]=1)=[O:20])[C@H:2]([C:4]([N:6]1[CH2:18][CH2:17][CH2:16][C@H:7]1[C:8]([NH:10][CH:11]([C:13]([C:46]([O:48][CH2:41][CH3:36])=[O:47])=[O:15])[CH3:12])=[O:9])=[O:5])[CH3:3]. Reported procedure: This compound was prepared from Z-Ala-Pro-Ala-OH.dicydohexylamine in 19% yield by the procedure described in Example PKC1; single spot on tlc, Rf2 =0.55 (CHCl3 :MeOH=9:1); MS, m/e=447 (M+). Anal. Calcd. for C22H29O7N3.1/2 H2O: C, 57.88; H, 6.62; N, 9.21. Found: C, 57.65; H, 6.68; N, 9.17.